This data is from the Open Reaction Database (ORD), a public repository of structured organic reaction records. The task is: describe an organic reaction: reactants, conditions, products, and yield Starting materials: [N+](=O)([O-])C1=C2C=COC(C2=CC=C1)=O (5-Nitro-isochromen-1-one), C1(CC1)N (cyclopropylamine), CO (methanol). Conditions: time 8 hour. Yields the product C1(CC1)N1C(C2=CC=CC(=C2C=C1)[N+](=O)[O-])=O (2-Cyclopropyl-5-nitro-2H-isoquinolin-1-one). RXN SMILES: [N+:1]([C:4]1[CH:13]=[CH:12][CH:11]=[C:10]2[C:5]=1[CH:6]=[CH:7]O[C:9]2=[O:14])([O-:3])=[O:2].[CH:15]1([NH2:18])[CH2:17][CH2:16]1.CO>>[CH:15]1([N:18]2[CH:7]=[CH:6][C:5]3[C:10](=[CH:11][CH:12]=[CH:13][C:4]=3[N+:1]([O-:3])=[O:2])[C:9]2=[O:14])[CH2:17][CH2:16]1. Procedure details: 5-Nitro-isochromen-1-one (5 g, 0.03 mol), cyclopropylamine (2 g, 0.04 mol) were refluxed in methanol (50 mL, 1 mol) for 2 hours and then room temperature stirring overnight. The resulting yellow solid was collected via filtration. The volatiles were removed under vacuum, the residue was purified via flash chromatography (120 g of silica gel, 0-20% EtOAc/Hexane) to give a yellow solid. MS m/z (M+H) 231.3.